This data is from the Open Reaction Database (ORD), a public repository of structured organic reaction records. The task is: describe an organic reaction: reactants, conditions, products, and yield The product is CC(C)Cc1ccc(C(C)C(=O)O)cc1. Reaction SMILES: [Ag:17]=[O:18].[CH2:1]([CH:2]([CH3:3])[CH3:4])[c:5]1[cH:6][cH:7][c:8]([CH:11]([CH:12]=[O:13])[CH3:14])[cH:9][cH:10]1.[Na+:16].[OH-:15]>>[CH2:1]([CH:2]([CH3:3])[CH3:4])[c:5]1[cH:6][cH:7][c:8]([CH:11]([C:12](=[O:13])[OH:15])[CH3:14])[cH:9][cH:10]1. Starting materials: O=[Ag], CC(C)Cc1ccc(C(C)C=O)cc1, [Na+], [OH-].